describe an organic reaction: reactants, conditions, products, and yield From a dataset of the Open Reaction Database (ORD), a public repository of structured organic reaction records. Reactants: B(Br)(Br)Br (boron tribromide), COC=1C=C2CCCN3C2=C(C1)C(=C3C)CCN3CCN(CC3)C3=NC=CC(=C3)C (8-methoxy-2-methyl-1-(2-[4-(4-methylpyridin-2-yl)piperazin-1-yl]ethyl}-5,6-dihydro-4H-pyrrolo[3,2,1-ij]quinoline), C([O-])(O)=O.[Na+] (sodium bicarbonate). The solvent is ClCCl (dichloromethane), ClCCl (dichloromethane). Reaction conditions: temperature -10 celsius. Product: OC=1C=C2CCCN3C2=C(C1)C(=C3C)CCN3CCN(CC3)C3=NC=CC(=C3)C (8-hydroxy-2-methyl-1-{2-[4-(4-methylpyridin-2 -yl) piperazin-1-yl]ethyl}-5,6-dihydro-4H-pyrrolo[3,2,1-ij]quinoline). Isolated yield 57.7%. As a reaction SMILES: C[O:2][C:3]1[CH:4]=[C:5]2[C:10]3=[C:11]([C:13]([CH2:16][CH2:17][N:18]4[CH2:23][CH2:22][N:21]([C:24]5[CH:29]=[C:28]([CH3:30])[CH:27]=[CH:26][N:25]=5)[CH2:20][CH2:19]4)=[C:14]([CH3:15])[N:9]3[CH2:8][CH2:7][CH2:6]2)[CH:12]=1.B(Br)(Br)Br.C(=O)(O)[O-].[Na+]>ClCCl>[OH:2][C:3]1[CH:4]=[C:5]2[C:10]3=[C:11]([C:13]([CH2:16][CH2:17][N:18]4[CH2:23][CH2:22][N:21]([C:24]5[CH:29]=[C:28]([CH3:30])[CH:27]=[CH:26][N:25]=5)[CH2:20][CH2:19]4)=[C:14]([CH3:15])[N:9]3[CH2:8][CH2:7][CH2:6]2)[CH:12]=1 |f:2.3|. Reported procedure: 7.9 g of 8-hydroxy-2-methyl-1-{2-[4-(4-methylpyridin-2-yl)piperazin-1-yl]ethyl}-5,6-dihydro-4H-pyrrolo[3,2,1-ij]quinoline (preparation see Example 5) were dissolved in 110 ml of dichloromethane. The solution was cooled to -10° C. A solution of 24.42 g of boron tribromide in 35 ml of dichloromethane was then added while the temperature was kept between -10° and 0° C. The mixture was allowed to react at about 0° C. for 30 minutes. To work up the reaction mixture it was added to a mixture of ice an...